From a dataset of the Open Reaction Database (ORD), a public repository of structured organic reaction records. describe an organic reaction: reactants, conditions, products, and yield Starting materials: Oc1ccc(Sc2ncnc3c(N4CCOCC4)nc(Cl)nc23)cc1, OCCN1CCNCC1. Yields the product OCCN1CCN(c2nc(N3CCOCC3)c3ncnc(Sc4ccc(O)cc4)c3n2)CC1. As a reaction SMILES: [Cl:1][c:2]1[n:3][c:4]([N:20]2[CH2:21][CH2:22][O:23][CH2:24][CH2:25]2)[c:5]2[c:6]([n:7]1)[c:8]([S:12][c:13]1[cH:14][cH:15][c:16]([OH:19])[cH:17][cH:18]1)[n:9][cH:10][n:11]2.[OH:26][CH2:27][CH2:28][N:29]1[CH2:30][CH2:31][NH:32][CH2:33][CH2:34]1>>[c:2]1([N:32]2[CH2:31][CH2:30][N:29]([CH2:28][CH2:27][OH:26])[CH2:34][CH2:33]2)[n:3][c:4]([N:20]2[CH2:21][CH2:22][O:23][CH2:24][CH2:25]2)[c:5]2[c:6]([n:7]1)[c:8]([S:12][c:13]1[cH:14][cH:15][c:16]([OH:19])[cH:17][cH:18]1)[n:9][cH:10][n:11]2.